This data is from the Open Reaction Database (ORD), a public repository of structured organic reaction records. The task is: describe an organic reaction: reactants, conditions, products, and yield Starting materials: NC1=CC(N(C(N1)=O)CC1=CC=CC=C1)=O (6-amino-3-(phenylmethyl)-pyrimidine-2,4-dione), N(=O)[O-].[Na+] (NaNO2), C(C)(=O)O (acetic acid). Run in O (water), O (water). Yields the product NC1=C(C(N(C(N1)=O)CC1=CC=CC=C1)=O)N=O (6-Amino-3-(phenylmethyl)-5-nitrosopyrimidine-2,4-dione). As a reaction SMILES: [NH2:1][C:2]1[NH:7][C:6](=[O:8])[N:5]([CH2:9][C:10]2[CH:15]=[CH:14][CH:13]=[CH:12][CH:11]=2)[C:4](=[O:16])[CH:3]=1.[N:17]([O-])=[O:18].[Na+].C(O)(=O)C>O>[NH2:1][C:2]1[NH:7][C:6](=[O:8])[N:5]([CH2:9][C:10]2[CH:11]=[CH:12][CH:13]=[CH:14][CH:15]=2)[C:4](=[O:16])[C:3]=1[N:17]=[O:18] |f:1.2|. Procedure: Slurry 6-amino-3-(phenylmethyl)-pyrimidine-2,4-dione (1.1 g=5 mmol) in 50 ml water. Add NaNO2 (0.63 g=9.1 mmol), warm to 75° C. and add acetic acid (2.6 ml=45 mmol) in 30 ml water over two hours. Collect the product, water wash and dry over P2O5 to give title compound as an orange solid. EI MS: M+=246. Reactants: C=C(C)C(=O)c1cc(C(=O)OC)cc(C(=O)N(C)CCC)c1, CO, [Na+], [OH-]. Product: C=C(C)C(=O)c1cc(C(=O)O)cc(C(=O)N(C)CCC)c1. As a reaction SMILES: [CH3:1][O:2][C:3]([c:4]1[cH:5][c:6]([C:7](=[O:8])[N:9]([CH2:10][CH2:11][CH3:12])[CH3:13])[cH:14][c:15]([C:17]([C:18](=[CH2:19])[CH3:20])=[O:21])[cH:16]1)=[O:22].[CH3:25][OH:26].[Na+:24].[OH-:23]>>[O:2]=[C:3]([c:4]1[cH:5][c:6]([C:7](=[O:8])[N:9]([CH2:10][CH2:11][CH3:12])[CH3:13])[cH:14][c:15]([C:17]([C:18](=[CH2:19])[CH3:20])=[O:21])[cH:16]1)[OH:22]. The reactants are Cl[C@@H]1[C@@H]2[C@H]3CCC(C=C3CC[C@H]2[C@@H]2C=C[C@@]([C@@]2(CC)C1)(O)C#C)=O (11β-chloro-17α-ethynyl-17β-hydroxy-18-methyl-4,15-estradien-3-one), C(C)(=O)OC(C)=O (acetic anhydride), C(C)(=O)O (acetic acid), ice water. The reagents and catalysts are CN(C1=CC=NC=C1)C (4-dimethylaminopyridine). Run in N1=CC=CC=C1 (pyridine). The product is C(C)(=O)O[C@@]1([C@]2(CC)[C@@H](C=C1)[C@@H]1CCC3=CC(CC[C@@H]3[C@H]1[C@H](C2)Cl)=O)C#C (17β-acetoxy-11β-chloro-17α-ethynyl-18-methyl-4,15-estradien-3-one). RXN SMILES: [Cl:1][C@H:2]1[CH2:20][C@@:17]2([CH2:18][CH3:19])[C@@H:13]([CH:14]=[CH:15][C@:16]2([C:22]#[CH:23])[OH:21])[C@H:12]2[C@H:3]1[C@@H:4]1[C:9]([CH2:10][CH2:11]2)=[CH:8][C:7](=[O:24])[CH2:6][CH2:5]1.[C:25](OC(=O)C)(=[O:27])[CH3:26].C(O)(=O)C>N1C=CC=CC=1.CN(C)C1C=CN=CC=1>[C:25]([O:21][C@@:16]1([C:22]#[CH:23])[CH:15]=[CH:14][C@H:13]2[C@H:12]3[C@H:3]([C@@H:2]([Cl:1])[CH2:20][C@:17]12[CH2:18][CH3:19])[C@@H:4]1[C:9](=[CH:8][C:7](=[O:24])[CH2:6][CH2:5]1)[CH2:10][CH2:11]3)(=[O:27])[CH3:26]. Procedure: 700 mg of 11β-chloro-17α-ethynyl-17β-hydroxy-18-methyl-4,15-estradien-3-one in 10 ml of pyridine is reacted at room temperature with the addition of 100 mg of 4-dimethylaminopyridine with 6 ml of acetic anhydride. The mixture is introduced, after 4 hours, into ice/water which contains acetic acid. The thus-precipitated product is vacuum-filtered, dissolved in ethyl acetate, and washed with water. The crude product is chromatographed on silica gel with hexane/acetone (0-10%), thus obtaining 510 m...